Task: describe an organic reaction: reactants, conditions, products, and yield. Dataset: the Open Reaction Database (ORD), a public repository of structured organic reaction records The solvent is mixture. Reaction conditions: time 2 hour. Starting materials: C(O)([O-])=O.[Na+] (sodium hydrogencarbonate), C(C1=CC=CC=C1)OC1=CC=C(C=C1)C(C1=C(CNC2CCCCCCC2)C=CC=C1)C1=CC=C(C=C1)OCC1=CC=CC=C1 (2-[bis(4-benzyloxyphenyl)methyl]-N-(cyclooctyl)benzylamine), C(O)([O-])=O.[Na+] (sodium hydrogencarbonate), [H][H] (hydrogen). The yield is 54.5%. Reported procedure: Two grams of 2-[bis(4-benzyloxyphenyl)methyl]-N-(cyclooctyl)benzylamine obtained by Example 82 was dissolved in 120 ml of a mixture of ice-cooled hydrogen bromideacetic acid solution. The solution was stirred for 2 hours, and the mixture was added to a mixture of ice and a saturated aqueous sodium hydrogencarbonate, stirred and then neutralized with sodium hydrogencarbonate. Thereafter, it was extracted with ethyl acetate, washed with water and dried over anhydrous magnesium sulfate. The solvent... Product: C1(CCCCCCC1)NCC1=C(C=CC=C1)C(C1=CC=C(C=C1)O)C1=CC=C(C=C1)O (N-Cyclooctyl-2-[bis(4-hydroxyphenyl)methyl]benzylamine). As a reaction SMILES: C([O:8][C:9]1[CH:14]=[CH:13][C:12]([CH:15]([C:32]2[CH:37]=[CH:36][C:35]([O:38]CC3C=CC=CC=3)=[CH:34][CH:33]=2)[C:16]2[CH:31]=[CH:30][CH:29]=[CH:28][C:17]=2[CH2:18][NH:19][CH:20]2[CH2:27][CH2:26][CH2:25][CH2:24][CH2:23][CH2:22][CH2:21]2)=[CH:11][CH:10]=1)C1C=CC=CC=1.[H][H].C(=O)([O-])O.[Na+]>>[CH:20]1([NH:19][CH2:18][C:17]2[CH:28]=[CH:29][CH:30]=[CH:31][C:16]=2[CH:15]([C:12]2[CH:11]=[CH:10][C:9]([OH:8])=[CH:14][CH:13]=2)[C:32]2[CH:33]=[CH:34][C:35]([OH:38])=[CH:36][CH:37]=2)[CH2:21][CH2:22][CH2:23][CH2:24][CH2:25][CH2:26][CH2:27]1 |f:2.3|. Reactants: [H][H], N#Cc1c(N)nc2c(c1N)Cc1cc([N+](=O)[O-])ccc1O2, CN(C)C=O. Product: N#Cc1c(N)nc2c(c1N)Cc1cc(N)ccc1O2. Reaction SMILES: [H:22][H:23].[NH2:1][c:2]1[c:3]([C:20]#[N:21])[c:4]([NH2:19])[c:5]2[c:6]([n:7]1)[O:8][c:9]1[cH:10][cH:11][c:12]([N+:16]([O-:17])=[O:18])[cH:13][c:14]1[CH2:15]2.[O:24]=[CH:25][N:26]([CH3:27])[CH3:28]>>[NH2:1][c:2]1[c:3]([C:20]#[N:21])[c:4]([NH2:19])[c:5]2[c:6]([n:7]1)[O:8][c:9]1[cH:10][cH:11][c:12]([NH2:16])[cH:13][c:14]1[CH2:15]2.